Dataset: the Open Reaction Database (ORD), a public repository of structured organic reaction records. Task: describe an organic reaction: reactants, conditions, products, and yield Starting materials: Cl.C(C)N(CC(=O)O)CC1=C(C(=CC=C1[N+](=O)[O-])Cl)Cl (ethyl N-(2,3-dichloro-6-nitrobenzyl)glycine hydrochloride), Cl.C(C)N(CC(=O)O)CC1=C(C(=CC=C1[N+](=O)[O-])Cl)Cl (ethyl N-(2,3-dichloro-6-nitrobenzyl)glycine hydrochloride). Reagents/catalysts: [Pt] (sulfided platinum on carbon). Run in O (water), C(C)O (ethanol). Product: C(C)N(CC(=O)O)CC1=C(C(=CC=C1N)Cl)Cl (Ethyl N-(6-amino-2,3-dichlorobenzyl)glycine). Isolated yield 72.0%. As a reaction SMILES: Cl.[CH2:2]([N:4]([CH2:9][C:10]1[C:15]([N+:16]([O-])=O)=[CH:14][CH:13]=[C:12]([Cl:19])[C:11]=1[Cl:20])[CH2:5][C:6]([OH:8])=[O:7])[CH3:3]>O.C(O)C.[Pt]>[CH2:2]([N:4]([CH2:9][C:10]1[C:15]([NH2:16])=[CH:14][CH:13]=[C:12]([Cl:19])[C:11]=1[Cl:20])[CH2:5][C:6]([OH:8])=[O:7])[CH3:3] |f:0.1|. Procedure details: A solution of 0.344 g of ethyl N-(2,3-dichloro-6-nitrobenzyl)glycine hydrochloride (compound VI) in 1.5 mL of water and 1.5 mL ethanol (with 5% isopropanol) was stirred and 5% sulfided platinum on carbon under hydrogen (50 to 100 psi) for 16 hours. The catalyst was removed by filtration. The filtrate concentrated, diluted with water and toluene, and basified (aqueous sodium hydroxide or potassium carbonate) to pH 9-10. The organic phase was separated, concentrated, and the crude material purifie...